Dataset: the Open Reaction Database (ORD), a public repository of structured organic reaction records. Task: describe an organic reaction: reactants, conditions, products, and yield The reactants are C(C(=O)C)CC(C)=O (Acetonylacetone), C(C)(=O)[O-].[Na+] (sodium acetate), Cl.C(C)OC([C@@H](N)C)=O (Alanine ethyl ester hydrochloride). Solvent: C(C)(=O)O (acetic acid). The product is CC=1N(C(=CC1)C)C(C(=O)OCC)C (ethyl 2-(2,5-dimethylpyrrol-1-yl)propionate). The yield is 59.0%. As a reaction SMILES: Cl.[CH2:2]([O:4][C:5](=[O:9])[C@H:6]([CH3:8])[NH2:7])[CH3:3].[CH2:10]([CH2:14][C:15](=O)[CH3:16])[C:11]([CH3:13])=O.C([O-])(=O)C.[Na+]>C(O)(=O)C>[CH3:16][C:15]1[N:7]([CH:6]([CH3:8])[C:5]([O:4][CH2:2][CH3:3])=[O:9])[C:11]([CH3:13])=[CH:10][CH:14]=1 |f:0.1,3.4|. Procedure: Alanine ethyl ester hydrochloride (30.8g; 0.2 mole) was dissolved in 100 ml of acetic acid. Acetonylacetone (22.8 g; 0.2 mole) and then 16.4 g (0.2 mole) of sodium acetate were added to the solution, and the mixture heated under reflux for 5 hours. The acetic acid was distilled off under reduced pressure, and ethyl acetate added to the residue. The organic layer was washed with an aqueous solution of sodium hydrogen carbonate, dried over anhydrous magnesium sulfate, and concentrated under reduce... Reactants: CCOC(=O)CCCBr, O=C([O-])[O-], CN(C)C=O, COc1ccc(C(C)C)cc1-c1ccc(C(F)(F)F)cc1CN(Cc1cc(O)cc(C(F)(F)F)c1)c1ncc(N2CCOCC2)cn1, [K+], [K+]. Yields the product CCOC(=O)CCCOc1cc(CN(Cc2cc(C(F)(F)F)ccc2-c2cc(C(C)C)ccc2OC)c2ncc(N3CCOCC3)cn2)cc(C(F)(F)F)c1. As a reaction SMILES: [Br:54][CH2:55][CH2:56][CH2:57][C:58](=[O:59])[O:60][CH2:61][CH3:62].[C:48](=[O:49])([O-:50])[O-:51].[CH3:63][N:64]([CH3:65])[CH:66]=[O:67].[CH:1]([CH3:2])([CH3:3])[c:4]1[cH:5][cH:6][c:7]([O:46][CH3:47])[c:8](-[c:10]2[c:11]([CH2:20][N:21]([c:22]3[n:23][cH:24][c:25]([N:28]4[CH2:29][CH2:30][O:31][CH2:32][CH2:33]4)[cH:26][n:27]3)[CH2:34][c:35]3[cH:36][c:37]([OH:45])[cH:38][c:39]([C:41]([F:42])([F:43])[F:44])[cH:40]3)[cH:12][c:13]([C:16]([F:17])([F:18])[F:19])[cH:14][cH:15]2)[cH:9]1.[K+:52].[K+:53]>>[CH:1]([CH3:2])([CH3:3])[c:4]1[cH:5][cH:6][c:7]([O:46][CH3:47])[c:8](-[c:10]2[c:11]([CH2:20][N:21]([c:22]3[n:23][cH:24][c:25]([N:28]4[CH2:29][CH2:30][O:31][CH2:32][CH2:33]4)[cH:26][n:27]3)[CH2:34][c:35]3[cH:36][c:37]([O:45][CH2:55][CH2:56][CH2:57][C:58](=[O:59])[O:60][CH2:61][CH3:62])[cH:38][c:39]([C:41]([F:42])([F:43])[F:44])[cH:40]3)[cH:12][c:13]([C:16]([F:17])([F:18])[F:19])[cH:14][cH:15]2)[cH:9]1. Starting materials: CCO, CN(c1cc(Cl)ncn1)n1cccc1. The product is CN(c1ccncn1)n1cccc1. As a reaction SMILES: [CH3:15][CH2:16][OH:17].[Cl:1][c:2]1[cH:3][c:4]([N:8]([n:9]2[cH:10][cH:11][cH:12][cH:13]2)[CH3:14])[n:5][cH:6][n:7]1>>[cH:2]1[cH:3][c:4]([N:8]([n:9]2[cH:10][cH:11][cH:12][cH:13]2)[CH3:14])[n:5][cH:6][n:7]1. Run at temperature 50 celsius, time 18 hour. Solvent: CO (methanol). Reactants: FC1=C(C=CC(=C1)F)C=1C2=C(N(N1)C(C)C(C)O)SC(=C2)C(=O)OCC (ethyl 3-(2,4-difluorophenyl)-1-(3-hydroxybutan-2-yl)-1H-thieno[2,3-c]pyrazole-5-carboxylate), [OH-].[Na+] (sodium hydroxide), Cl (Hydrochloric acid). Procedure details: To a solution of ethyl 3-(2,4-difluorophenyl)-1-(3-hydroxybutan-2-yl)-1H-thieno[2,3-c]pyrazole-5-carboxylate (134 mg, 0.352 mmol) in methanol (3.5 mL) was added sodium hydroxide (1 M, 1.06 mL, 1.06 mmol). The mixture was stirred at 50° C. for 18 hr. Hydrochloric acid (6M, 0.176 mL, 1.06 mmol) was added. The mixture was concentrated to give the title compound with three equivalents of sodium chloride (181 mg): LC-MS [M+1]=353.3. Reaction SMILES: [F:1][C:2]1[CH:7]=[C:6]([F:8])[CH:5]=[CH:4][C:3]=1[C:9]1[C:10]2[CH:21]=[C:20]([C:22]([O:24]CC)=[O:23])[S:19][C:11]=2[N:12]([CH:14]([CH:16]([OH:18])[CH3:17])[CH3:15])[N:13]=1.[OH-].[Na+:28].[ClH:29]>CO>[F:1][C:2]1[CH:7]=[C:6]([F:8])[CH:5]=[CH:4][C:3]=1[C:9]1[C:10]2[CH:21]=[C:20]([C:22]([OH:24])=[O:23])[S:19][C:11]=2[N:12]([CH:14]([CH:16]([OH:18])[CH3:17])[CH3:15])[N:13]=1.[Cl-:29].[Na+:28] |f:1.2,6.7|. Product: FC1=C(C=CC(=C1)F)C=1C2=C(N(N1)C(C)C(C)O)SC(=C2)C(=O)O (3-(2,4-Difluorophenyl)-1-(3-hydroxybutan-2-yl)-1H-thieno[2,3-c]pyrazole-5-carboxylic acid), [Cl-].[Na+] (sodium chloride). The yield is 879.8%. Starting materials: O=C(NCC(F)(F)F)C1(CCCCBr)c2ccccc2-c2ccccc21, c1ccc(-c2ccnc(N3CCNCC3)c2)cc1. Yields the product O=C(NCC(F)(F)F)C1(CCCCN2CCN(c3cc(-c4ccccc4)ccn3)CC2)c2ccccc2-c2ccccc21. Reaction SMILES: [F:19][C:20]([CH2:21][NH:22][C:23](=[O:24])[C:25]1([CH2:38][CH2:39][CH2:40][CH2:41][Br:42])[c:26]2[cH:27][cH:28][cH:29][cH:30][c:31]2-[c:32]2[cH:33][cH:34][cH:35][cH:36][c:37]21)([F:43])[F:44].[c:1]1(-[c:7]2[cH:8][c:9]([N:13]3[CH2:14][CH2:15][NH:16][CH2:17][CH2:18]3)[n:10][cH:11][cH:12]2)[cH:2][cH:3][cH:4][cH:5][cH:6]1>>[c:1]1(-[c:7]2[cH:8][c:9]([N:13]3[CH2:14][CH2:15][N:16]([CH2:41][CH2:40][CH2:39][CH2:38][C:25]4([C:23]([NH:22][CH2:21][C:20]([F:19])([F:43])[F:44])=[O:24])[c:26]5[cH:27][cH:28][cH:29][cH:30][c:31]5-[c:32]5[cH:33][cH:34][cH:35][cH:36][c:37]54)[CH2:17][CH2:18]3)[n:10][cH:11][cH:12]2)[cH:2][cH:3][cH:4][cH:5][cH:6]1.